From a dataset of the Open Reaction Database (ORD), a public repository of structured organic reaction records. describe an organic reaction: reactants, conditions, products, and yield Reactants: NN1C(C2=CC=CC=C2C(=N1)C1=CC=C(C=C1)Cl)=O (2-amino-4-(4-chlorophenyl)phthalazin-1(2H)-one), CC(CC(=O)O)(C)C1=CC=CC=C1 (3-methyl-3-phenylbutanoic acid). The product is ClC1=CC=C(C=C1)C1=NN(C(C2=CC=CC=C12)=O)NC(CC(C)(C1=CC=CC=C1)C)=O (N-[4-(4-chlorophenyl)-1-oxophthalazin-2(1H)-yl]-3-methyl-3-phenylbutanamide). RXN SMILES: [NH2:1][N:2]1[N:11]=[C:10]([C:12]2[CH:17]=[CH:16][C:15]([Cl:18])=[CH:14][CH:13]=2)[C:9]2[C:4](=[CH:5][CH:6]=[CH:7][CH:8]=2)[C:3]1=[O:19].[CH3:20][C:21]([C:27]1[CH:32]=[CH:31][CH:30]=[CH:29][CH:28]=1)([CH3:26])[CH2:22][C:23](O)=[O:24]>>[Cl:18][C:15]1[CH:16]=[CH:17][C:12]([C:10]2[C:9]3[C:4](=[CH:5][CH:6]=[CH:7][CH:8]=3)[C:3](=[O:19])[N:2]([NH:1][C:23](=[O:24])[CH2:22][C:21]([CH3:20])([C:27]3[CH:32]=[CH:31][CH:30]=[CH:29][CH:28]=3)[CH3:26])[N:11]=2)=[CH:13][CH:14]=1. Procedure details: The product of Example 86A and 3-methyl-3-phenylbutanoic acid were treated as in Example 51 to give the title compound. 1H NMR (300 MHz, DMSO-d6) δ ppm 11.39 (s, 1H), 8.39-8.44 (m, 1H), 7.88-8.02 (m, 2H), 7.70-7.77 (m, 1H), 7.63-7.67 (m, 2H), 7.60-7.63 (m, 2H), 7.42-7.46 (m, 2H), 7.28-7.34 (m, 2H), 7.15-7.21 (m, 1H), 2.62 (s, 2H), 1.47 (s, 6H); MS (APCI+) M/Z 432 (M+H)+.